From a dataset of the Open Reaction Database (ORD), a public repository of structured organic reaction records. describe an organic reaction: reactants, conditions, products, and yield Starting materials: Cc1ccc(Br)c2cccnc12, [K+], O=[Mn](=O)(=O)[O-], O, c1ccncc1. Product: O=C(O)c1ccc(Br)c2cccnc12. As a reaction SMILES: [Br:7][c:8]1[c:9]2[cH:10][cH:11][cH:12][n:13][c:14]2[c:15]([CH3:18])[cH:16][cH:17]1.[K+:6].[Mn:1](=[O:2])([O-:3])(=[O:4])=[O:5].[OH2:19].[cH:20]1[cH:21][cH:22][n:23][cH:24][cH:25]1>>[OH:2][C:18]([c:15]1[c:14]2[c:9]([c:8]([Br:7])[cH:17][cH:16]1)[cH:10][cH:11][cH:12][n:13]2)=[O:19]. The product is C(C1=CC=CC=C1)[C@H]1N(C(OC1)=O)C([C@H](CC(=C)C)CCC1(OCCO1)C)=O (4(R)-Benzyl-3-{4-methyl-2(S)-[2-(2-methyl-[1,3]dioxolan-2-yl)-ethyl]-pent-4-enoyl}-oxazolidin-2-one). RXN SMILES: [CH2:1]([C@@H:8]1[CH2:12][O:11][C:10](=[O:13])[N:9]1[C:14](=[O:24])[CH2:15][CH2:16][CH2:17][C:18]1([CH3:23])[O:22][CH2:21][CH2:20][O:19]1)[C:2]1[CH:7]=[CH:6][CH:5]=[CH:4][CH:3]=1.C[Si]([NH-])(C)C.C[Si]([NH-])(C)C.[Li+].[Li+].Br[CH2:38][C:39]([CH3:41])=[CH2:40]>O1CCCC1.C(OCC)(=O)C>[CH2:1]([C@@H:8]1[CH2:12][O:11][C:10](=[O:13])[N:9]1[C:14](=[O:24])[C@@H:15]([CH2:16][CH2:17][C:18]1([CH3:23])[O:19][CH2:20][CH2:21][O:22]1)[CH2:40][C:39]([CH3:41])=[CH2:38])[C:2]1[CH:3]=[CH:4][CH:5]=[CH:6][CH:7]=1 |f:1.2.3.4|. The reactants are BrCC(=C)C (3-bromo-2-methylpropene), C(C1=CC=CC=C1)[C@H]1N(C(OC1)=O)C(CCCC1(OCCO1)C)=O (4(R)-Benzyl-3-[4-(2-methyl-[1,3]dioxolan-2-yl)-butyryl]-oxazolidin-2-one), C[Si](C)(C)[NH-].C[Si](C)(C)[NH-].[Li+].[Li+] (lithium bis(trimethylsilylamide)), solution. Conditions: temperature 0 celsius, time 20 minute. Run in O1CCCC1 (tetrahydrofuran), O1CCCC1 (tetrahydrofuran), C(C)(=O)OCC (ethyl acetate). Procedure details: To a stirred solution of 2-2 (18 g, 54 mmol) in tetrahydrofuran (400 mL) at −78° C. under argon was added a solution of lithium bis(trimethylsilylamide) (70.2 mL of a 1.0 M solution in tetrahydrofuran) over 20 min. After an additional 20 min., 3-bromo-2-methylpropene (14.6 g, 108 mmol) was added in one portion. After 20 min., the reaction mixture was allowed to warm to 0° C. After 3.5 h, the reaction mixture was diluted with ethyl acetate, washed with water, saturated aqueous sodium hydrogen car... The reactants are [OH-].[Na+] (NaOH), ice water, S(O)(O)(=O)=O (sulfuric acid), [OH-].[K+] (potassium hydroxide), S(=O)(=O)(C1=CC=C(C)C=C1)N1C=2C=C(C=CC2CC2=CC=C(C=C12)NS(=O)(=O)C1=CC=C(C)C=C1)N (N,N'-bistosyl-3,6-diaminoacridine), BrCCCCCC (1-bromohexane). Solvent: C1(=CC=CC=C1)C.C(C)(=O)OCC (toluene ethyl acetate), O (water), C(C)(=O)O (acetic acid), O (water), CN(C=O)C (dimethylformamide). Run at temperature 60 celsius, time 22 hour. Yields the product C(CCCCC)NC=1C=CC2=CC3=CC=C(C=C3N=C2C1)NCCCCCC (3,6-bis(n-hexylamino)acridine). As a reaction SMILES: [OH-].[K+].S([N:13]1[C:26]2[C:21](=[CH:22][CH:23]=[C:24]([NH:27]S(C3C=CC(C)=CC=3)(=O)=O)[CH:25]=2)[CH2:20][C:19]2[CH:18]=[CH:17][C:16]([NH2:38])=[CH:15][C:14]1=2)(C1C=CC(C)=CC=1)(=O)=O.Br[CH2:40][CH2:41][CH2:42][CH2:43][CH2:44][CH3:45].S(=O)(=O)(O)O.[OH-].[Na+]>CN(C)C=O.C1(C)C=CC=CC=1.C(OCC)(=O)C.C(O)(=O)C.O>[CH2:40]([NH:38][C:16]1[CH:17]=[CH:18][C:19]2[C:14]([CH:15]=1)=[N:13][C:26]1[C:21](=[CH:22][CH:23]=[C:24]([NH:27][CH2:16][CH2:15][CH2:14][CH2:19][CH2:18][CH3:17])[CH:25]=1)[CH:20]=2)[CH2:41][CH2:42][CH2:43][CH2:44][CH3:45] |f:0.1,5.6,8.9|. Reported procedure: 298 mg of ground potassium hydroxide are added to a solution of 500 mg of N,N'-bistosyl-3,6-diaminoacridine and 797 mg of 1-bromohexane in 25 ml of dimethylformamide, and the mixture is stirred at 60° C. for 22 hours. The cooled reaction mixture is subsequently poured into water and extracted with ethyl acetate, and the organic phase is separated off, washed with aqueous NaCl solution and then dried over sodium sulfate. Evaporation gives a dark-red oil, which is taken up in toluene/ethyl acetate... The reactants are N1CC(CCC1)N(C1=NC=CC(=N1)N1C=NC2=C1C=CC=C2)C (2-[(piperidin-3-yl)-methylamino]-4-[benzimidazol-1-yl]pyrimidine), C(C)(C)N(CC)C(C)C (diisopropylethylamine), C1(=CC=CC=C1)S(=O)(=O)Cl (benzenesulfonylchloride). Solvent: C1CCOC1 (THF). Run at time 1 hour. Yields the product C1(=CC=CC=C1)S(=O)(=O)N1CC(CCC1)N(C1=NC=CC(=N1)N1C=NC2=C1C=CC=C2)C (2-[(1-Benzenesulfonyl-piperidin-3-yl)-methylamino]-4-[benzimidazol-1-yl]pyrimidine). The yield is 48.0%. Reaction SMILES: [NH:1]1[CH2:6][CH2:5][CH2:4][CH:3]([N:7]([CH3:23])[C:8]2[N:13]=[C:12]([N:14]3[C:18]4[CH:19]=[CH:20][CH:21]=[CH:22][C:17]=4[N:16]=[CH:15]3)[CH:11]=[CH:10][N:9]=2)[CH2:2]1.C(N(C(C)C)CC)(C)C.[C:33]1([S:39](Cl)(=[O:41])=[O:40])[CH:38]=[CH:37][CH:36]=[CH:35][CH:34]=1>C1COCC1>[C:33]1([S:39]([N:1]2[CH2:6][CH2:5][CH2:4][CH:3]([N:7]([CH3:23])[C:8]3[N:13]=[C:12]([N:14]4[C:18]5[CH:19]=[CH:20][CH:21]=[CH:22][C:17]=5[N:16]=[CH:15]4)[CH:11]=[CH:10][N:9]=3)[CH2:2]2)(=[O:41])=[O:40])[CH:38]=[CH:37][CH:36]=[CH:35][CH:34]=1. Procedure: To a stirred solution of 2-[(piperidin-3-yl)-methylamino]-4-[benzimidazol-1-yl]pyrimidine (20 mg, 0.065 mmol, 1 eq) in THF (1 mL) at 0° C. was added diisopropylethylamine (0.023 mL, 0.13 mmol, 2 eq) followed by addition of benzenesulfonylchloride (0.009 mL, 0.071 mmol, 1.1 eq) via syringe. Removed the cooling bath and let stir for 1 h. Quenched the reaction with saturated aqueous NaHCO3 and extracted 3× with CH2Cl2. Combined the organic extracts, dried over anhydrous Na2SO4, filtered and concent... As a reaction SMILES: [S:1]([N:11]1[C:19]2[C:14](=[CH:15][CH:16]=[CH:17][CH:18]=2)[C:13]([CH2:20]O)=[CH:12]1)([C:4]1[CH:10]=[CH:9][C:7]([CH3:8])=[CH:6][CH:5]=1)(=[O:3])=[O:2].O=P(Cl)(Cl)[Cl:24]>C1COCC1>[Cl:24][CH2:20][C:13]1[C:14]2[C:19](=[CH:18][CH:17]=[CH:16][CH:15]=2)[N:11]([S:1]([C:4]2[CH:10]=[CH:9][C:7]([CH3:8])=[CH:6][CH:5]=2)(=[O:3])=[O:2])[CH:12]=1. Isolated yield 98.0%. The reactants are S(=O)(=O)(C1=CC=C(C)C=C1)N1C=C(C2=CC=CC=C12)CO ((1-tosyl-1H-indol-3-yl)methanol), O=P(Cl)(Cl)Cl (POCl3). Product: ClCC1=CN(C2=CC=CC=C12)S(=O)(=O)C1=CC=C(C)C=C1 (3-(chloromethyl)-1-tosyl-1H-indole). Reported procedure: To a solution of (1-tosyl-1H-indol-3-yl)methanol (1.0 g, 3.318 mmol) in dry THF (10 mL), POCl3 (0.661 g, 4.314 mmol) was added at 0° C. and the mixture was stirred for 10 min. The reaction mixture was allowed to warm to ambient temperature and refluxed for 3 h. The solvent was removed under reduced pressure at 45° C. and the crude reaction mixture was quenched with saturated NaHCO3 solution and extracted with DCM. The organic layer was separated and dried over anhydrous sodium sulfate, filtered ... The solvent is C1CCOC1 (THF). Reaction conditions: time 10 minute.